From a dataset of the Open Reaction Database (ORD), a public repository of structured organic reaction records. describe an organic reaction: reactants, conditions, products, and yield Reactants: C(C)(=O)OC(C)=O (acetic anhydride), N1=CC=CC=C1 (pyridine), BrC=1C=CC(=NC1)C1=NC2=C(N1)C=C(C(=C2)OC2=CC=C(C=C2)S(=O)(=O)C)C2NCCC2 (2-(5-bromo-pyridin-2-yl)-5-(4-methanesulfonyl-phenoxy)-6-pyrrolidin-2-yl-1H-benzimidazole). Run in C(Cl)(Cl)Cl (chloroform). Run at time 30 minute. The product is BrC=1C=CC(=NC1)C=1NC2=C(N1)C=C(C(=C2)C2N(CCC2)C(C)=O)OC2=CC=C(C=C2)S(=O)(=O)C (1-(2-(2-(5-bromo-pyridin-2-yl)-6-(4-methanesulfonyl-phenoxy)-3H-benzimidazol-5-yl)-pyrrolidin-1-yl)-ethanone). Reaction SMILES: [C:1](OC(=O)C)(=[O:3])[CH3:2].N1C=CC=CC=1.[Br:14][C:15]1[CH:16]=[CH:17][C:18]([C:21]2[NH:25][C:24]3[CH:26]=[C:27]([CH:41]4[CH2:45][CH2:44][CH2:43][NH:42]4)[C:28]([O:30][C:31]4[CH:36]=[CH:35][C:34]([S:37]([CH3:40])(=[O:39])=[O:38])=[CH:33][CH:32]=4)=[CH:29][C:23]=3[N:22]=2)=[N:19][CH:20]=1>C(Cl)(Cl)Cl>[Br:14][C:15]1[CH:16]=[CH:17][C:18]([C:21]2[NH:25][C:24]3[CH:26]=[C:27]([CH:41]4[CH2:45][CH2:44][CH2:43][N:42]4[C:1](=[O:3])[CH3:2])[C:28]([O:30][C:31]4[CH:36]=[CH:35][C:34]([S:37]([CH3:40])(=[O:38])=[O:39])=[CH:33][CH:32]=4)=[CH:29][C:23]=3[N:22]=2)=[N:19][CH:20]=1. Procedure details: 0.050 ml of acetic anhydride was added to a pyridine (2 ml) solution of 220 mg of 2-(5-bromo-pyridin-2-yl)-5-(4-methanesulfonyl-phenoxy)-6-pyrrolidin-2-yl-1H-benzimidazole, and the reaction liquid was stirred at room temperature for 30 minutes. The reaction liquid was diluted with chloroform, washed with water and saturated saline in order, and dried with anhydrous magnesium sulfate. The solvent was evaporated away under reduced pressure, and the resulting residue was purified through silica gel... Reactants: C(N)(=O)C1=C(C(=NN1C1=C(C=C(C=C1Cl)C(F)(F)F)Cl)C(F)(F)F)C#N (5-Carbamoyl-4-cyano-1-(2,6-dichloro-4-trifluoromethylphenyl)-3-trifluoromethylpyrazole), O=P12OP3(=O)OP(=O)(O1)OP(=O)(O2)O3 (phosphorus pentoxide). Conditions: time 3 hour. Product: ClC1=C(C(=CC(=C1)C(F)(F)F)Cl)N1N=C(C(=C1C#N)C#N)C(F)(F)F (1-(2,6-dichloro-4-trifluoromethylphenyl)-4,5-dicyano-3-trifluoromethylpyrazole), crystals. Reaction SMILES: [C:1]([C:4]1[N:8]([C:9]2[C:14]([Cl:15])=[CH:13][C:12]([C:16]([F:19])([F:18])[F:17])=[CH:11][C:10]=2[Cl:20])[N:7]=[C:6]([C:21]([F:24])([F:23])[F:22])[C:5]=1[C:25]#[N:26])(=O)[NH2:2].O=P12OP3(OP(OP(O3)(O1)=O)(=O)O2)=O>>[Cl:20][C:10]1[CH:11]=[C:12]([C:16]([F:17])([F:19])[F:18])[CH:13]=[C:14]([Cl:15])[C:9]=1[N:8]1[C:4]([C:1]#[N:2])=[C:5]([C:25]#[N:26])[C:6]([C:21]([F:23])([F:24])[F:22])=[N:7]1. Reported procedure: 5-Carbamoyl-4-cyano-1-(2,6-dichloro-4-trifluoromethylphenyl)-3-trifluoromethylpyrazole (3.57 g) was heated to 200° C. with phosphorus pentoxide (2.82 g) with stirring. After 3 hours, the cooled product was treated with ice, and extracted with dichloromethane (3×50 ml). The organic solution was washed with water, dried over anhydrous magnesium sulphate, and evaporated in vacuo to give a solid. Recrystallization from hexane gave 1-(2,6-dichloro-4-trifluoromethylphenyl)-4,5-dicyano-3-trifluoromethy... The reactants are ice water, ClC1=C(OC2=C(OCC(=O)OC)C=CC=C2)C=C(C(=C1)F)N1C(N(C(=CC1=O)C(F)(F)F)C)=O (methyl [2-{2-chloro-4-fluoro-5-[3-methyl-2,6-dioxo-4-(trifluoromethyl)-1,2,3,6-tetrahydropyrimidin-1-yl]phenoxy}phenoxy]acetate), C(C)(=O)OCC (ethyl acetate), [Cl-].[Na+] (sodium chloride). The solvent is O1CCOCC1 (1,4-dioxane), Cl (hydrochloric acid), O (water). The product is ClC1=C(OC2=C(OCC(=O)O)C=CC=C2)C=C(C(=C1)F)N1C(N(C(=CC1=O)C(F)(F)F)C)=O ([2-{2-chloro-4-fluoro-5-[3-methyl-2,6-dioxo-4-(trifluoromethyl)-1,2,3,6-tetrahydropyrimidin-1-yl]phenoxy}phenoxy]acetic acid). Isolated yield 64.8%. RXN SMILES: [Cl:1][C:2]1[CH:20]=[C:19]([F:21])[C:18]([N:22]2[C:27](=[O:28])[CH:26]=[C:25]([C:29]([F:32])([F:31])[F:30])[N:24]([CH3:33])[C:23]2=[O:34])=[CH:17][C:3]=1[O:4][C:5]1[CH:16]=[CH:15][CH:14]=[CH:13][C:6]=1[O:7][CH2:8][C:9]([O:11]C)=[O:10].C(OCC)(=O)C.[Cl-].[Na+]>O1CCOCC1.Cl.O>[Cl:1][C:2]1[CH:20]=[C:19]([F:21])[C:18]([N:22]2[C:27](=[O:28])[CH:26]=[C:25]([C:29]([F:30])([F:31])[F:32])[N:24]([CH3:33])[C:23]2=[O:34])=[CH:17][C:3]=1[O:4][C:5]1[CH:16]=[CH:15][CH:14]=[CH:13][C:6]=1[O:7][CH2:8][C:9]([OH:11])=[O:10] |f:2.3|. Procedure details: First, 0.4 g of methyl [2-{2-chloro-4-fluoro-5-[3-methyl-2,6-dioxo-4-(trifluoromethyl)-1,2,3,6-tetrahydropyrimidin-1-yl]phenoxy}phenoxy]acetate was dissolved in 4 ml of 1,4-dioxane, to which a mixed solution of 1 ml of concentrated hydrochloric acid and 1 ml of water was added under stirring, and the mixture was heated and stirred under reflux for 12 hours. The reaction mixture was then left for cooling, into which ice water was poured, and after addition of ethyl acetate and saturated aqueous s... Reactants: O=C([O-])[O-], C=CCBr, C=CCn1nc(C(F)(F)F)c(-c2ccc(F)cc2)c1-c1ccc(S(C)(=O)=O)cc1, CS(=O)(=O)c1ccc(-c2n[nH]c(C(F)(F)F)c2-c2ccc(F)cc2)cc1, [K+], [K+], CN(C)C=O. Yields the product C=CCn1nc(-c2ccc(S(C)(=O)=O)cc2)c(-c2ccc(F)cc2)c1C(F)(F)F. As a reaction SMILES: [C:27](=[O:28])([O-:29])[O-:30].[CH2:33]([CH:34]=[CH2:35])[Br:36].[CH2:37]([n:38]1[c:39](-[c:40]2[cH:41][cH:42][c:43]([S:44]([CH3:45])(=[O:46])=[O:47])[cH:48][cH:49]2)[c:50](-[c:51]2[cH:52][cH:53][c:54]([F:55])[cH:56][cH:57]2)[c:58]([C:59]([F:60])([F:61])[F:62])[n:63]1)[CH:64]=[CH2:65].[F:1][c:2]1[cH:3][cH:4][c:5](-[c:8]2[c:9](-[c:17]3[cH:18][cH:19][c:20]([S:23](=[O:24])(=[O:25])[CH3:26])[cH:21][cH:22]3)[n:10][nH:11][c:12]2[C:13]([F:14])([F:15])[F:16])[cH:6][cH:7]1.[K+:31].[K+:32].[O:66]=[CH:67][N:68]([CH3:69])[CH3:70]>>[F:1][c:2]1[cH:3][cH:4][c:5](-[c:8]2[c:9](-[c:17]3[cH:18][cH:19][c:20]([S:23](=[O:24])(=[O:25])[CH3:26])[cH:21][cH:22]3)[n:10][n:11]([CH2:35][CH:34]=[CH2:33])[c:12]2[C:13]([F:14])([F:15])[F:16])[cH:6][cH:7]1.